This data is from the Open Reaction Database (ORD), a public repository of structured organic reaction records. The task is: describe an organic reaction: reactants, conditions, products, and yield Reactants: C1=CC=CC=2C3=CC=CC=C3C(C12)C=1C(NC(N(C1)CC=1C=C(C(=O)OC)C=CC1)=O)=S (3-[[5-[9H-Fluoren-9-yl]-3,4-dihydro-2-oxo-4-thioxo-1(2H)-pyrimidinyl]methyl]benzoic acid, methyl ester), O.[OH-].[Li+] (lithium hydroxide monohydrate). Solvent: O1CCCC1 (tetrahydrofuran), O (water). Conditions: time 3 hour. Yields the product C1=CC=CC=2C3=CC=CC=C3C(C12)C=1C(NC(N(C1)CC=1C=C(C(=O)O)C=CC1)=O)=S (3-[[5-[9H-Fluoren-9-yl]-3,4-dihydro-2-oxo-4-thioxo-1(2H)-pyrimidinyl]methyl]benzoic acid). As a reaction SMILES: [CH:1]1[C:13]2[CH:12]([C:14]3[C:15](=[S:32])[NH:16][C:17](=[O:31])[N:18]([CH2:20][C:21]4[CH:22]=[C:23]([CH:28]=[CH:29][CH:30]=4)[C:24]([O:26]C)=[O:25])[CH:19]=3)[C:11]3[C:6](=[CH:7][CH:8]=[CH:9][CH:10]=3)[C:5]=2[CH:4]=[CH:3][CH:2]=1.O.[OH-].[Li+]>O1CCCC1.O>[CH:10]1[C:11]2[CH:12]([C:14]3[C:15](=[S:32])[NH:16][C:17](=[O:31])[N:18]([CH2:20][C:21]4[CH:22]=[C:23]([CH:28]=[CH:29][CH:30]=4)[C:24]([OH:26])=[O:25])[CH:19]=3)[C:13]3[C:5](=[CH:4][CH:3]=[CH:2][CH:1]=3)[C:6]=2[CH:7]=[CH:8][CH:9]=1 |f:1.2.3|. Procedure details: A mixture of the product from step (v) (0.175 g) and lithium hydroxide monohydrate (0.034 g) in tetrahydrofuran (3 ml) and water (3 ml) was stirred at room temperature for 3 hours and partitioned between dichloromethane and 2 M HCl. The organic phase was dried (MgSO4) and evaporated under reduced pressure. Yield 0.095 g.